Dataset: the Open Reaction Database (ORD), a public repository of structured organic reaction records. Task: describe an organic reaction: reactants, conditions, products, and yield The reactants are CN(C)C=Nc1nccn1C(c1ccccc1)(c1ccccc1)c1ccccc1, CCO, CC(=O)O, NN. Product: Nc1nccn1C(c1ccccc1)(c1ccccc1)c1ccccc1. Reaction SMILES: [C:1]([c:2]1[cH:3][cH:4][cH:5][cH:6][cH:7]1)([c:8]1[cH:9][cH:10][cH:11][cH:12][cH:13]1)([c:14]1[cH:15][cH:16][cH:17][cH:18][cH:19]1)[n:20]1[c:21]([N:25]=[CH:26][N:27]([CH3:28])[CH3:29])[n:22][cH:23][cH:24]1.[CH3:30][CH2:31][OH:32].[CH3:35][C:36](=[O:37])[OH:38].[NH2:33][NH2:34]>>[C:1]([c:2]1[cH:3][cH:4][cH:5][cH:6][cH:7]1)([c:8]1[cH:9][cH:10][cH:11][cH:12][cH:13]1)([c:14]1[cH:15][cH:16][cH:17][cH:18][cH:19]1)[n:20]1[c:21]([NH2:25])[n:22][cH:23][cH:24]1. The reactants are CCO[Si](OCC)(OCC)c1ccccc1OC (effective_coupling_partner), Cc2ccc1cc(OC(=O)N(C)C)ccc1c2 (substrate). Reagents/catalysts: dcype. Run at temperature 120 celsius, time 12 hour. The product is COc1ccccc1c3ccc2cc(C)ccc2c3. Reactants: BrC=1C=C(C=CC1)C1=C2C(=NO1)C=CC(=C2)C2=NC(=NC=C2)N (4-[3-(3-bromophenyl)-benzo[c]isoxazol-5-yl]-pyrimidin-2-ylamine), ClC(=O)OCC (ethyl chloroformate), C(C)(C)N(CC)C(C)C (diisopropylethylamine). Solvent: O1CCOCC1 (p-dioxane), CS(=O)C (DMSO). Run at temperature 50 celsius, time 8 hour. The product is C(C)OC(NC1=NC=CC(=N1)C1=CC=2C(=NOC2C2=CC(=CC=C2)Br)C=C1)=O ({4-[3-(3-Bromo-phenyl)-benzo[c]isoxazol-5-yl]-pyrimidin-2-yl}-carbamic acid ethyl ester). Yield: 33.3%. RXN SMILES: [Br:1][C:2]1[CH:3]=[C:4]([C:8]2[O:12][N:11]=[C:10]3[CH:13]=[CH:14][C:15]([C:17]4[CH:22]=[CH:21][N:20]=[C:19]([NH2:23])[N:18]=4)=[CH:16][C:9]=23)[CH:5]=[CH:6][CH:7]=1.Cl[C:25]([O:27][CH2:28][CH3:29])=[O:26].C(N(C(C)C)CC)(C)C>O1CCOCC1.CS(C)=O>[CH2:28]([O:27][C:25](=[O:26])[NH:23][C:19]1[N:18]=[C:17]([C:15]2[CH:14]=[CH:13][C:10]3=[N:11][O:12][C:8]([C:4]4[CH:5]=[CH:6][CH:7]=[C:2]([Br:1])[CH:3]=4)=[C:9]3[CH:16]=2)[CH:22]=[CH:21][N:20]=1)[CH3:29]. Reported procedure: To a stirring solution of 4-[3-(3-bromophenyl)-benzo[c]isoxazol-5-yl]-pyrimidin-2-ylamine (75 mg; 0.205 mmol) in 1 mL of p-dioxane and 0.5 mL of DMSO, was added 40 μL (45.6 mg, 0.42 mmol) of ethyl chloroformate followed by 73 μL (54.3 mg, 0.42 mmol) of diisopropylethylamine. The reaction was stirred at 50° C., in a sealed vessel, for 8 hours. The solvents were removed under vacuo and the crude material was purified via HPLC with acetonitrile/water/TFA as the eluent. The material was isolated as ... Reactants: [OH-].[K+] (potassium hydroxide), NCC(=O)O (glycine), COCOC1=CC=C(C=O)C=C1 (4-methoxymethoxybenzaldehyde). The solvent is C(C)O (ethanol). Run at time 19 hour. The product is COCOC1=CC=C(C([C@H](N)C(=O)O)O)C=C1 (O-methoxymethyl-β-hydroxytyrosine). Isolated yield 19.6%. Reaction SMILES: [OH-].[K+].[NH2:3][CH2:4][C:5]([OH:7])=[O:6].[CH3:8][O:9][CH2:10][O:11][C:12]1[CH:19]=[CH:18][C:15]([CH:16]=[O:17])=[CH:14][CH:13]=1>C(O)C>[CH3:8][O:9][CH2:10][O:11][C:12]1[CH:19]=[CH:18][C:15]([CH:16]([OH:17])[C@@H:4]([C:5]([OH:7])=[O:6])[NH2:3])=[CH:14][CH:13]=1 |f:0.1|. Procedure details: To a solution of potassium hydroxide (26.8 g) in ethanol (500 ml) was added glycine (14.6 g) and 4-methoxymethoxybenzaldehyde (48.5 g) at room temperature. After stirring for 19 hours, the solvent was removed in vacuo. The residue was dissolved in water and acidified with hydrochloric acid. The solution was washed with ethyl acetate and adjusted to pH 6.0 with sodium bicarbonate. White solid was precipitated and collected to give O-methoxymethyl-β-hydroxytyrosine (9.2 g). The reactants are C(CCCC)C1CC=C(CC1)C1=CC=C(C=C1)S(F)(F)(F)(F)F (4-(4-pentylcyclohex-1-enyl)-phenyl-sulfur pentafluoride). Reagents/catalysts: [Pd] (palladium). Run in C1(=CC=CC=C1)C (toluene). Yields the product C(CCCC)[C@@H]1CC[C@H](CC1)C1=CC=C(C=C1)S(F)(F)(F)(F)F (4-(trans-4-pentylcyclohexyl)-phenyl-sulfur pentafluoride). RXN SMILES: [CH2:1]([CH:6]1[CH2:11][CH2:10][C:9]([C:12]2[CH:17]=[CH:16][C:15]([S:18]([F:23])([F:22])([F:21])([F:20])[F:19])=[CH:14][CH:13]=2)=[CH:8][CH2:7]1)[CH2:2][CH2:3][CH2:4][CH3:5]>[Pd].C1(C)C=CC=CC=1>[CH2:1]([C@H:6]1[CH2:7][CH2:8][C@H:9]([C:12]2[CH:13]=[CH:14][C:15]([S:18]([F:23])([F:19])([F:20])([F:21])[F:22])=[CH:16][CH:17]=2)[CH2:10][CH2:11]1)[CH2:2][CH2:3][CH2:4][CH3:5]. Procedure: A mixture of 6.5 g of 4-(4-pentylcyclohex-1-enyl)-phenyl-sulfur pentafluoride, 0.5 g of palladium-on-active charcoal (1%) and 40 ml of toluene is hydrogenated at room temperature under normal pressure until saturation is reached. Removing the solvent by distillation and working up in the customary manner gives 4-(trans-4-pentylcyclohexyl)-phenyl-sulfur pentafluoride.